From a dataset of the Open Reaction Database (ORD), a public repository of structured organic reaction records. describe an organic reaction: reactants, conditions, products, and yield The reactants are ClC1=CC=C(C(=O)NC=2SC=C(N2)CC(=O)O)C=C1 ([2-(4-chloro-benzoylamino)-thiazol-4-yl]-acetic acid), Cl.CS(=O)(=O)C1=C(C=CC=C1)C=1C=CC(=NC1)N (5-(2-methanesulfonyl-phenyl)-pyridin-2-ylamine, hydrochloride). The product is ClC1=CC=C(C(=O)NC=2SC=C(N2)CC(NC2=NC=C(C=C2)C2=C(C=CC=C2)S(=O)(=O)C)=O)C=C1 (4-chloro-N-(4-{[5-(2-methanesulfonyl-phenyl)-pyridin-2-ylcarbamoyl]-methyl}-thiazol-2-yl)-benzamide). RXN SMILES: [Cl:1][C:2]1[CH:19]=[CH:18][C:5]([C:6]([NH:8][C:9]2[S:10][CH:11]=[C:12]([CH2:14][C:15]([OH:17])=O)[N:13]=2)=[O:7])=[CH:4][CH:3]=1.Cl.[CH3:21][S:22]([C:25]1[CH:30]=[CH:29][CH:28]=[CH:27][C:26]=1[C:31]1[CH:32]=[CH:33][C:34]([NH2:37])=[N:35][CH:36]=1)(=[O:24])=[O:23]>>[Cl:1][C:2]1[CH:3]=[CH:4][C:5]([C:6]([NH:8][C:9]2[S:10][CH:11]=[C:12]([CH2:14][C:15](=[O:17])[NH:37][C:34]3[CH:33]=[CH:32][C:31]([C:26]4[CH:27]=[CH:28][CH:29]=[CH:30][C:25]=4[S:22]([CH3:21])(=[O:24])=[O:23])=[CH:36][N:35]=3)[N:13]=2)=[O:7])=[CH:18][CH:19]=1 |f:1.2|. Reported procedure: In analogy to example 1.3, [2-(4-chloro-benzoylamino)-thiazol-4-yl]-acetic acid (example 1.2) was coupled with 5-(2-methanesulfonyl-phenyl)-pyridin-2-ylamine, hydrochloride (CAS 209959-31-9) to give 4-chloro-N-(4-{[5-(2-methanesulfonyl-phenyl)-pyridin-2-ylcarbamoyl]-methyl}-thiazol-2-yl)-benzamide, using general procedure C. White solid. MS 527.2 ([M+H]+) The product is C(C)(C)(C)OC(N[C@H]1CN(CC1)C1=NC=C(C=C1)N)=O ([(R)-1-(5-amino-pyridin-2-yl)-pyrrolidin-3-yl]-carbamic acid tert-butyl ester). RXN SMILES: [C:1]([O:5][C:6]([N:8]1[CH2:12][CH2:11][C@H:10]([NH:13][C:14]2[CH:19]=[CH:18][C:17]([NH2:20])=[CH:16][N:15]=2)C1)=[O:7])([CH3:4])([CH3:3])[CH3:2].[C:21](OC(=O)N)(C)(C)C>>[C:1]([O:5][C:6](=[O:7])[NH:8][C@@H:12]1[CH2:11][CH2:10][N:13]([C:14]2[CH:19]=[CH:18][C:17]([NH2:20])=[CH:16][N:15]=2)[CH2:21]1)([CH3:2])([CH3:3])[CH3:4]. Reactants: C(C)(C)(C)OC(=O)N1C[C@H](CC1)NC1=NC=C(C=C1)N ((S)-3-(5-amino-pyridin-2-ylamino)-pyrrolidine-1-carboxylic acid tert-butyl ester), C(C)(C)(C)OC(N)=O (carbamic acid tert-butyl ester), C(C)(C)(C)OC(N)=O (carbamic acid tert-butyl ester). Procedure details: With a method similar to that used for the preparation of (S)-3-(5-amino-pyridin-2-ylamino)-pyrrolidine-1-carboxylic acid tert-butyl ester above, (R)-1-(5-amino-pyridin-2-yl)-pyrrolidin-3-yl]-carbamic acid tert-butyl ester was prepared by the hydrogenation of (R)-1-(5-nitro-pyridin-2-yl)-pyrrolidin-3-yl]-carbamic acid tert-butyl ester. This material was directly used in the next step without further purification. The reactants are NC=1N=C(SC1C(=O)C1=CC(=C(C=C1)OC)F)NC1CCNCC1 ([4-amino-2-(piperidin-4-ylamino)thiazol-5-yl]-(3-fluoro-4-methoxyphenyl)methanone), C(C)(=O)Cl (acetylchloride). The product is NC=1N=C(SC1C(C1=CC(=C(C=C1)OC)F)=O)NC1CCN(CC1)C(C)=O (1-[4-[4-amino-5-(3-fluoro-4-methoxybenzoyl)thiazol-2-ylamino]piperidin-1-yl]ethanone). Yield: 77.0%. RXN SMILES: [NH2:1][C:2]1[N:3]=[C:4]([NH:18][CH:19]2[CH2:24][CH2:23][NH:22][CH2:21][CH2:20]2)[S:5][C:6]=1[C:7]([C:9]1[CH:14]=[CH:13][C:12]([O:15][CH3:16])=[C:11]([F:17])[CH:10]=1)=[O:8].[C:25](Cl)(=[O:27])[CH3:26]>>[NH2:1][C:2]1[N:3]=[C:4]([NH:18][CH:19]2[CH2:24][CH2:23][N:22]([C:25](=[O:27])[CH3:26])[CH2:21][CH2:20]2)[S:5][C:6]=1[C:7](=[O:8])[C:9]1[CH:14]=[CH:13][C:12]([O:15][CH3:16])=[C:11]([F:17])[CH:10]=1. Procedure details: [4-Amino-2-(piperidin-4-ylamino)thiazol-5-yl]-(3-fluoro4-methoxy-phenyl)methanone (0.125 g, 0.36 mmol) (Example 7) was treated with acetylchloride in a manner similar to Example 9 to give 100 mg (77% yield) of 1-[4-[4-amino-5-(3-fluoro-4-methoxybenzoyl)thiazol-2-ylamino]piperidin-1-yl]ethanone. 1H NMR (DMSO−d6, 300 MHz) δ1.38 (dm, 2H, CH2), 1.92 (m, 2H, CH2), 2.02 (s, 3H, COCH3), 2.76 (t, 1H, NCH), 3.26 (t, 1H, NCH), 3.6-4.0 (broad, 1H, CH), 3.77 (m, 1H, NCH), 3.90 (s, 3H, OCH3), 4.22 (m, 1H, NC... Reactants: O(C1=CC=CC=C1)C1=NC=C(C=N1)C(C)=O (1-(2-phenoxypyrimidin-5-yl)ethanone), [Br-].[Br-].[Br-].C(CCC)[N+](CCCC)(CCCC)CCCC.C(CCC)[N+](CCCC)(CCCC)CCCC.C(CCC)[N+](CCCC)(CCCC)CCCC (tetrabutylammonium tribromide), CCCCCC (Hexane). The solvent is ClCCl (dichloromethane). Run at temperature 40 celsius, time 3 hour. Product: BrC1(NC=C(C=N1)C=O)OC1=CC=CC=C1 (2-bromo-1-(2-phenoxypyrimidin-5-yl)methanone). Isolated yield 71.3%. Reaction SMILES: [O:1]([C:8]1[N:13]=[CH:12][C:11]([C:14](=[O:16])C)=[CH:10][N:9]=1)[C:2]1[CH:7]=[CH:6][CH:5]=[CH:4][CH:3]=1.[Br-:17].[Br-].[Br-].C([N+](CCCC)(CCCC)CCCC)CCC.C([N+](CCCC)(CCCC)CCCC)CCC.C([N+](CCCC)(CCCC)CCCC)CCC.CCCCCC>ClCCl>[Br:17][C:8]1([O:1][C:2]2[CH:7]=[CH:6][CH:5]=[CH:4][CH:3]=2)[N:13]=[CH:12][C:11]([CH:14]=[O:16])=[CH:10][NH:9]1 |f:1.2.3.4.5.6|. Procedure details: To a solution consisting of 1-(2-phenoxypyrimidin-5-yl)ethanone (Step B, 400 mg, 1.87 mmol) in dichloromethane (14 mL) was added tetrabutylammonium tribromide (990 mg, 2.05 mmol). The reaction mixture was sealed with a screw top and warmed at 40° C. overnight and allowed to cool to room temperature. Hexane (4 mL) was subsequently added. After three hours and little precipitation, additional (150 mg) tetrabutylammonium tribromide was added and the reaction mixture was stirred overnight at room te... The reactants are C([O-])([O-])=O.[Na+].[Na+] (sodium carbonate), ClC1=C(C(=O)O)C=CC(=C1)NN=C(CC(=O)OCC)C(C)=O (2-chloro-4-[N'-(2-ethoxycarbonyl-1-acetylethylidene)hydrazino]benzoic acid), Cl (hydrochloric acid). Run in C(C)O (ethanol). Run at time 8 hour. The product is ClC1=C(C(=O)O)C=CC(=C1)N1N=C(CC1=O)C(C)=O (2-chloro-4-(3-acetyl-5-oxo-2-pyrazolin-l-yl)benzoic acid). As a reaction SMILES: [Cl:1][C:2]1[CH:10]=[C:9]([NH:11][N:12]=[C:13]([C:20](=[O:22])[CH3:21])[CH2:14][C:15](OCC)=[O:16])[CH:8]=[CH:7][C:3]=1[C:4]([OH:6])=[O:5].C(=O)([O-])[O-].[Na+].[Na+].Cl>C(O)C>[Cl:1][C:2]1[CH:10]=[C:9]([N:11]2[C:15](=[O:16])[CH2:14][C:13]([C:20](=[O:22])[CH3:21])=[N:12]2)[CH:8]=[CH:7][C:3]=1[C:4]([OH:6])=[O:5] |f:1.2.3|. Procedure: To a suspension of 1.9 gm. (5.8 mmoles) of 2-chloro-4-[N'-(2-ethoxycarbonyl-1-acetylethylidene)hydrazino]benzoic acid in 20 ml of ethanol was added at room temperature 6 ml. of aqueous 1M sodium carbonate. The mixture was left at room temperature overnight. The resulting mixture was acidifed to pH 3 with 6 M hydrochloric acid and the resulting solid collected by filtration and dried. The 2-chloro-4-(3-acetyl-5-oxo-2-pyrazolin-1-yl)benzoic acid had a melting point of>2500C. The reactants are BrC1=CC(=C(C#N)C=C1)F (4-bromo-2-fluorobenzonitrile), FC(C(=O)O)(F)F (trifluoroacetic acid), S(O)(O)(=O)=O (sulfuric acid). Solvent: O (water). Conditions: temperature 0 celsius, time 6 hour. Yields the product BrC1=CC(=C(C(=O)N)C=C1)F (4-bromo-2-fluorobenzamide). Isolated yield 87.7%. RXN SMILES: [Br:1][C:2]1[CH:9]=[CH:8][C:5]([C:6]#[N:7])=[C:4]([F:10])[CH:3]=1.FC(F)(F)C(O)=[O:14].S(=O)(=O)(O)O>O>[Br:1][C:2]1[CH:9]=[CH:8][C:5]([C:6]([NH2:7])=[O:14])=[C:4]([F:10])[CH:3]=1. Reported procedure: A solution of 4-bromo-2-fluorobenzonitrile (1.00 g, 5.00 mmol), trifluoroacetic acid (3.5 mL, 45 mmol), and sulfuric acid (3.5 mL, 66 mmol) was stirred at ambient temperature for 4 hours, at 30° C. for 15 hours, and at 50° C. for 6 hours. After cooling to 0° C., water (20 mL) was added, and the resulting suspension was stirred at 0° C. for 1.5 hours. The solids were collected by vacuum filtration, rinsed with excess water, and dried to afford 4-bromo-2-fluorobenzamide (0.956 g, 88%) as an off-wh...